This data is from the Open Reaction Database (ORD), a public repository of structured organic reaction records. The task is: describe an organic reaction: reactants, conditions, products, and yield Reactants: pale yellow oil, O1C2C(CC1=O)CC=C2 (3,3a,4,6a-tetrahydro-cyclopenta[b]furan-2-one), C[Si](C)(C)[N-][Si](C)(C)C.[Li+] (lithium bis-(trimethylsilyl)-amide), BrCC1=CC2=CC=CC=C2C=C1 (2-(bromomethyl)-naphthalene). Solvent: C1CCOC1 (THF), C1CCOC1 (THF). Yields the product C1=C(C=CC2=CC=CC=C12)CC1C2C(OC1=O)C=CC2 (3-(Naphth-2-ylmethyl )-3,3a,4,6a-tetrahydro-cyclopenta[b]furan-2-one). RXN SMILES: [O:1]1[C:5](=[O:6])[CH2:4][CH:3]2[CH2:7][CH:8]=[CH:9][CH:2]12.C[Si]([N-][Si](C)(C)C)(C)C.[Li+].Br[CH2:21][C:22]1[CH:31]=[CH:30][C:29]2[C:24](=[CH:25][CH:26]=[CH:27][CH:28]=2)[CH:23]=1>C1COCC1>[CH:23]1[C:24]2[C:29](=[CH:28][CH:27]=[CH:26][CH:25]=2)[CH:30]=[CH:31][C:22]=1[CH2:21][CH:4]1[C:5](=[O:6])[O:1][CH:2]2[CH:9]=[CH:8][CH2:7][CH:3]12 |f:1.2|. Reported procedure: Analogously to the procedure of Example 1, the title compound was prepared from 0.31 g (2.5 mmol) of 3,3a,4,6a-tetrahydro-cyclopenta[b]furan-2-one, 2.5 ml of a 1 molar lithium bis-(trimethylsilyl)-amide solution in THF and 0.55 g (2.5 mmol) of 2-(bromomethyl)-naphthalene in 10 ml of THF. Yield: 498 mg (75.4%) of a pale yellow oil (Example 21). Diastereomer mixture: 94:6 (HPLC) MS (EI): m/e=264 [M+] The separation into the diastereomers and enantiomers is carried out using preparative HPLC: Examp... Starting materials: ClC1=CC(=CC=C1)C(=O)OO (m-chloroperbenzoic acid), C(C1=CC=CC=C1)OC1=C(CN(C2=NC=C(C=N2)OCCSC)CC2=CC(=CC(=C2)C(F)(F)F)C(F)(F)F)C=C(C=C1)C(F)(F)F ((2-Benzyloxy-5-trifluoromethyl-benzyl)-(3,5-bis-trifluoromethyl-benzyl)-[5-(2-methylsulfanyl-ethoxy)-pyrimidin-2-yl]-amine), S(=S)(=O)([O-])[O-].[Na+].[Na+] (sodium thiosulfate). Solvent: C(Cl)(Cl)Cl (chloroform), C(Cl)(Cl)Cl (chloroform). Run at time 2 hour. Product: C(C1=CC=CC=C1)OC1=C(CN(C2=NC=C(C=N2)OCCS(=O)(=O)C)CC2=CC(=CC(=C2)C(F)(F)F)C(F)(F)F)C=C(C=C1)C(F)(F)F ((2-benzyloxy-5-trifluoromethyl-benzyl)-(3,5-bis-trifluoromethyl-benzyl)-[5-(2-methanesulfonyl-ethoxy)-pyrimidin-2-yl]-amine). As a reaction SMILES: [CH2:1]([O:8][C:9]1[CH:42]=[CH:41][C:40]([C:43]([F:46])([F:45])[F:44])=[CH:39][C:10]=1[CH2:11][N:12]([CH2:24][C:25]1[CH:30]=[C:29]([C:31]([F:34])([F:33])[F:32])[CH:28]=[C:27]([C:35]([F:38])([F:37])[F:36])[CH:26]=1)[C:13]1[N:18]=[CH:17][C:16]([O:19][CH2:20][CH2:21]SC)=[CH:15][N:14]=1)[C:2]1[CH:7]=[CH:6][CH:5]=[CH:4][CH:3]=1.Cl[C:48]1C=CC=C(C(OO)=O)C=1.[S:58]([O-:62])([O-])(=[O:60])=S.[Na+].[Na+]>C(Cl)(Cl)Cl>[CH2:1]([O:8][C:9]1[CH:42]=[CH:41][C:40]([C:43]([F:44])([F:45])[F:46])=[CH:39][C:10]=1[CH2:11][N:12]([CH2:24][C:25]1[CH:30]=[C:29]([C:31]([F:34])([F:33])[F:32])[CH:28]=[C:27]([C:35]([F:36])([F:37])[F:38])[CH:26]=1)[C:13]1[N:14]=[CH:15][C:16]([O:19][CH2:20][CH2:21][S:58]([CH3:48])(=[O:62])=[O:60])=[CH:17][N:18]=1)[C:2]1[CH:7]=[CH:6][CH:5]=[CH:4][CH:3]=1 |f:2.3.4|. Procedure details: (2-Benzyloxy-5-trifluoromethyl-benzyl)-(3,5-bis-trifluoromethyl-benzyl)-[5-(2-methylsulfanyl-ethoxy)-pyrimidin-2-yl]-amine (1.21 g) is dissolved in chloroform (15 ml) and thereto is added m-chloroperbenzoic acid (75%) (906 mg) and the mixture is stirred at room temperature for 2 hours. To the reaction solution are added saturated aqueous sodium thiosulfate solution and chloroform, and the mixture is separated, and the organic layer is washed with a saturated brine, dried over magnesium sulfate, ... The reactants are CCO, [K+], C1COCCO1, [OH-], CCOC(=O)C(O)c1ccc(-n2cccc2)cc1. As a reaction SMILES: [CH3:19][CH2:20][OH:21].[K+:23].[O:24]1[CH2:25][CH2:26][O:27][CH2:28][CH2:29]1.[OH-:22].[n:1]1(-[c:6]2[cH:7][cH:8][c:9]([CH:12]([C:13](=[O:14])[O:15][CH2:16][CH3:17])[OH:18])[cH:10][cH:11]2)[cH:2][cH:3][cH:4][cH:5]1>>[n:1]1(-[c:6]2[cH:7][cH:8][c:9]([CH:12]([C:13](=[O:14])[OH:15])[OH:18])[cH:10][cH:11]2)[cH:2][cH:3][cH:4][cH:5]1. Product: O=C(O)C(O)c1ccc(-n2cccc2)cc1. Starting materials: [N+](=O)([O-])C=1C(=NC=CC1)NC1=C(C=CC=C1)C(=O)C1=CC=CC=C1 ([2-[(3-Nitro-2-pyridinyl)amino]phenyl]phenylmethanone), [H-].[Na+] (sodium hydride), [H-].[Na+] (sodium hydride), O.NN (hydrazine hydrate), BrCCCN1C(C=2C(C1=O)=CC=CC2)=O (N-(3-bromopropyl)phthalimide). Yields the product NCCCN(C1=C(C=CC=C1)C(=O)C1=CC=CC=C1)C1=NC=CC=C1[N+](=O)[O-] ([2-[(3-Aminopropyl)(3-nitro-2-pyridinyl)amino]phenyl]phenylmethanone). RXN SMILES: [N+:1]([C:4]1[C:5]([NH:10][C:11]2[CH:16]=[CH:15][CH:14]=[CH:13][C:12]=2[C:17]([C:19]2[CH:24]=[CH:23][CH:22]=[CH:21][CH:20]=2)=[O:18])=[N:6][CH:7]=[CH:8][CH:9]=1)([O-:3])=[O:2].[H-].[Na+].Br[CH2:28][CH2:29][CH2:30][N:31]1C(=O)C2=CC=CC=C2C1=O.O.NN>>[NH2:31][CH2:30][CH2:29][CH2:28][N:10]([C:5]1[C:4]([N+:1]([O-:3])=[O:2])=[CH:9][CH:8]=[CH:7][N:6]=1)[C:11]1[CH:16]=[CH:15][CH:14]=[CH:13][C:12]=1[C:17]([C:19]1[CH:24]=[CH:23][CH:22]=[CH:21][CH:20]=1)=[O:18] |f:1.2,4.5|. Procedure details: [2-[(3-Nitro-2-pyridinyl)amino]phenyl]phenylmethanone is reacted with (a) sodium hydride in solvent followed by N-(3-bromopropyl)phthalimide. The product of (a) is reacted with alcholic hydrazine hydrate and acid to give the title compound. Starting materials: N[C@@H]1C(N(CCC1)CC(=O)OCC)=O ((S)-3-Amino-2-oxo-1-piperidineacetic acid, Ethyl ester), C(C1=CC=CC=C1)=O (benzaldehyde), [O-]S(=O)(=O)[O-].[Mg+2] (MgSO4). Solvent: C(Cl)Cl (CH2Cl2). Reaction conditions: time 21 hour. Product: C(C1=CC=CC=C1)=N[C@@H]1C(N(CCC1)CC(=O)OCC)=O ((S)-3-Benzylideneamino-2-oxo-1-piperidineacetic acid, Ethyl ester). The yield is 89.0%. Reaction SMILES: [NH2:1][C@H:2]1[CH2:7][CH2:6][CH2:5][N:4]([CH2:8][C:9]([O:11][CH2:12][CH3:13])=[O:10])[C:3]1=[O:14].[CH:15](=O)[C:16]1[CH:21]=[CH:20][CH:19]=[CH:18][CH:17]=1.[O-]S([O-])(=O)=O.[Mg+2]>C(Cl)Cl>[CH:15](=[N:1][C@H:2]1[CH2:7][CH2:6][CH2:5][N:4]([CH2:8][C:9]([O:11][CH2:12][CH3:13])=[O:10])[C:3]1=[O:14])[C:16]1[CH:21]=[CH:20][CH:19]=[CH:18][CH:17]=1 |f:2.3|. Procedure: To a solution of 22 (4.7586 g, 0.0200 mol) and benzaldehyde (2.1224 g, 0.0200 mol, 2.03 mL) in 50 mL CH2Cl2 at 0° under N2 was added anhydrous MgSO4 (5.0 g) and Et33N (4.05 g, 0.040 mol, 5.58 mL). The mixture was stirred from 0° to ambient temperature over 21 hrs, filtered under N2, and the solvent was evaporated. The residue was dissolved in 300 mL of diethyl ether, extracted with 50 mL portions of water (3×), brine, dried over MgSO4, filtered under N2 and evaporated to afford 5.13 g (89% yield... RXN SMILES: C([O:8][C:9]1[CH:10]=[CH:11][C:12]([CH2:16][N:17]2[C:25]3[C:20](=[C:21]([N+:26]([O-])=O)[CH:22]=[CH:23][CH:24]=3)[C:19]([CH:29]3[CH2:31][CH2:30]3)=[N:18]2)=[N:13][C:14]=1[CH3:15])C1C=CC=CC=1>CCO.[Pd]>[NH2:26][C:21]1[CH:22]=[CH:23][CH:24]=[C:25]2[C:20]=1[C:19]([CH:29]1[CH2:31][CH2:30]1)=[N:18][N:17]2[CH2:16][C:12]1[N:13]=[C:14]([CH3:15])[C:9]([OH:8])=[CH:10][CH:11]=1. The product is NC1=C2C(=NN(C2=CC=C1)CC1=CC=C(C(=N1)C)O)C1CC1 (6-((4-amino-3-cyclopropyl-1H-indazol-1-yl)methyl)-2-methylpyridin-3-ol). Procedure details: To 1-((5-(benzyloxy)-6-methylpyridin-2-yl)methyl)-3-cyclopropyl-4-nitro-1H-indazole (5.1 g, 12.3 mmol) in EtOH (100 mL) was carefully added Pd/C (10%, 1.5 g, 1.41 mmol). The reaction mixture was evacuated with N2 and H2 (three times each), and stirred under a H2 balloon for 3 hours. The reaction mixture was then evacuated with N2, filtered through Celite® and washed with MeOH. The filtrate was concentrated to give the desired product (86%) which was used in the next step without further purifica... Conditions: time 3 hour. Reactants: C(C1=CC=CC=C1)OC=1C=CC(=NC1C)CN1N=C(C2=C(C=CC=C12)[N+](=O)[O-])C1CC1 (1-((5-(benzyloxy)-6-methylpyridin-2-yl)methyl)-3-cyclopropyl-4-nitro-1H-indazole). Run in CCO (EtOH). The reagents and catalysts are [Pd] (Pd/C). Isolated yield 86.0%. The reactants are solution, NO (hydroxylamine), CS(=O)C (dimethyl sulfoxide), CC1(N(C(OC1)=O)C=1SC=C(N1)C1=CC=C(C#N)C=C1)C (4-[2-(4,4-Dimethyl-2-oxo-1,3-oxazolidin-3-yl)-1,3-thiazol-4-yl]benzonitrile). Solvent: O1CCCC1 (tetrahydrofuran), C(C)(=O)OCC (ethyl acetate). Reaction conditions: time 16 hour. Product: CC1(N(C(OC1)=O)C=1SC=C(N1)C1=CC=C(C=C1)C(N)=NO)C (4-[2-(4,4-Dimethyl-2-oxo-1,3-oxazolidin-3-yl)-1,3-thiazol-4-yl]-N′-hydroxybenzene carboximidamide). Isolated yield 64.0%. As a reaction SMILES: [CH3:1][C:2]1([CH3:21])[CH2:6][O:5][C:4](=[O:7])[N:3]1[C:8]1[S:9][CH:10]=[C:11]([C:13]2[CH:20]=[CH:19][C:16]([C:17]#[N:18])=[CH:15][CH:14]=2)[N:12]=1.[NH2:22][OH:23].CS(C)=O>O1CCCC1.C(OCC)(=O)C>[CH3:1][C:2]1([CH3:21])[CH2:6][O:5][C:4](=[O:7])[N:3]1[C:8]1[S:9][CH:10]=[C:11]([C:13]2[CH:20]=[CH:19][C:16]([C:17](=[N:22][OH:23])[NH2:18])=[CH:15][CH:14]=2)[N:12]=1. Procedure: 4-[2-(4,4-Dimethyl-2-oxo-1,3-oxazolidin-3-yl)-1,3-thiazol-4-yl]benzonitrile (0.10 mg, 0.33 mmol), prepared in Example 6, was dissolved in tetrahydrofuran (2 mL). A 1M solution of hydroxylamine in dimethyl sulfoxide (1.5 mL, 1.5 mmol) was added and the mixture was stirred for 16 h. The mixture was diluted with ethyl acetate and washed with H2O, brine, dried over anhydrous MgSO4, filtered and concentrated. Flash chromatography (1% methanol/methylene chloride) afforded the title compound (70 mg, 64...